The task is: describe an organic reaction: reactants, conditions, products, and yield. This data is from the Open Reaction Database (ORD), a public repository of structured organic reaction records. The reactants are C1(=CC=CC=C1)P(C1=CC=CC=C1)C1=CC=CC=C1 (triphenylphosphine), N(=NC(=O)OCC)C(=O)OCC (diethyl azodicarboxylate), BrC=1C(=C(C=CC1)NC(C1=CN=CC=C1CO)=O)C (N-(3-bromo-2-methylphenyl)-4-(hydroxymethyl)-nicotinamide), BrC=1C(=C(C=CC1)NC(C1=C(C=NC=C1)CO)=O)C (N-(3-bromo-2-methylphenyl)-3-(hydroxymethyl)isonicotinamide), [BH4-].[Na+] (sodium borohydride), BrC=1C(=C(C=CC1)N1C(C=2C=NC=CC2C1=O)=O)C (2-(3-bromo-2-methylphenyl)-1H-pyrrolo[3,4-c]pyridine-1,3(2H)-dione). Run in CO (methanol). Run at time 1 hour. The product is BrC=1C(=C(C=CC1)N1CC=2C=NC=CC2C1=O)C (2-(3-bromo-2-methylphenyl)-2,3-dihydro-1H-pyrrolo[3,4-c]pyridin-1-one), Intermediate 44-1. Reaction SMILES: [Br:1][C:2]1[C:3]([CH3:19])=[C:4]([N:8]2[C:16](=[O:17])[C:15]3[CH:14]=[CH:13][N:12]=[CH:11][C:10]=3[C:9]2=O)[CH:5]=[CH:6][CH:7]=1.[BH4-].[Na+].BrC1C(C)=C(NC(=O)C2C(CO)=CC=NC=2)C=CC=1.BrC1C(C)=C(NC(=O)C2C=CN=CC=2CO)C=CC=1.C1(P(C2C=CC=CC=2)C2C=CC=CC=2)C=CC=CC=1.N(C(OCC)=O)=NC(OCC)=O>CO>[Br:1][C:2]1[C:3]([CH3:19])=[C:4]([N:8]2[C:16](=[O:17])[C:15]3[CH:14]=[CH:13][N:12]=[CH:11][C:10]=3[CH2:9]2)[CH:5]=[CH:6][CH:7]=1 |f:1.2|. Procedure details: A suspension of 2-(3-bromo-2-methylphenyl)-1H-pyrrolo[3,4-c]pyridine-1,3(2H)-dione (4.7 g, 14.82 mmol) in methanol (200 mL) was treated with sodium borohydride (2 g, 52.9 mmol) and stirred at A for 1 h. The mixture was concentrated and the residue was treated with NaHCO3 (aq). The mixture was extracted several times with a mixture of DCM and methanol. The combined organic phases were washed with water, dried and concentrated to give a mixture of N-(3-bromo-2-methylphenyl)-4-(hydroxymethyl)-nicot... Reactants: BrC1=C(C(=CC(=C1)[N+](=O)[O-])[N+](=O)[O-])N=NC1=C(C=C(C=C1)N(CC)CC)NC(C)=O (2-Bromo-4,6-dinitro-2'-acetylamino-4'-(N,N-diethylamino)azobenzene), C(C)(=O)[O-].[Na+] (sodium acetate), C(=O)N (formamide), C(CC)(=O)OC(CC)=O (propionic anhydride). Reagents/catalysts: [Cu]I (copper (I) iodide). Run in C(C)(=O)OCCCC (n-butyl acetate), petroleum ether. Reaction conditions: temperature 110 celsius, time 15 minute. Product: C(#N)C1=C(C(=CC(=C1)[N+](=O)[O-])[N+](=O)[O-])N=NC1=C(C=C(C=C1)N(CC)CC)NC(C)=O (2-cyano-4,6-dinitro-2'-acetylamino-4'-(N,N-diethylamino)azobenzene). The yield is 83.5%. Reaction SMILES: Br[C:2]1[CH:7]=[C:6]([N+:8]([O-:10])=[O:9])[CH:5]=[C:4]([N+:11]([O-:13])=[O:12])[C:3]=1[N:14]=[N:15][C:16]1[CH:21]=[CH:20][C:19]([N:22]([CH2:25][CH3:26])[CH2:23][CH3:24])=[CH:18][C:17]=1[NH:27][C:28](=[O:30])[CH3:29].C([O-])(=O)C.[Na+].[CH:36]([NH2:38])=O.C(OC(=O)CC)(=O)CC>[Cu]I.C(OCCCC)(=O)C>[C:36]([C:2]1[CH:7]=[C:6]([N+:8]([O-:10])=[O:9])[CH:5]=[C:4]([N+:11]([O-:13])=[O:12])[C:3]=1[N:14]=[N:15][C:16]1[CH:21]=[CH:20][C:19]([N:22]([CH2:25][CH3:26])[CH2:23][CH3:24])=[CH:18][C:17]=1[NH:27][C:28](=[O:30])[CH3:29])#[N:38] |f:1.2|. Reported procedure: 2-Bromo-4,6-dinitro-2'-acetylamino-4'-(N,N-diethylamino)azobenzene (2.4 parts), copper (I) iodide (0.95 parts), anhydrous sodium acetate (1.2 parts), formamide (1.8 parts), propionic anhydride (2.6 parts) and n-butyl acetate (44 parts) are mixed together are heated, with stirring, to 110° C. during 15 minutes. The temperature is maintained for 30 minutes when reaction is adjudged complete by thin layer chromatography. The mixture is cooled to room temperature and poured into petroleum ether (boi... Starting materials: O=C1N(C2=CC=NC=C2C=C1)CC(=O)O (2-(2-oxo-1,6-naphthyridin-1(2H)-yl)acetic acid). Reagents/catalysts: [Pd] (Pd/C). Run in CO (methanol). Conditions: time 18 hour. The product is O=C1N(C2=CC=NC=C2CC1)CC(=O)O (2-(2-oxo-3,4-dihydro-1,6-naphthyridin-1(2H)-yl)acetic acid). RXN SMILES: [O:1]=[C:2]1[CH:11]=[CH:10][C:9]2[C:4](=[CH:5][CH:6]=[N:7][CH:8]=2)[N:3]1[CH2:12][C:13]([OH:15])=[O:14]>CO.[Pd]>[O:1]=[C:2]1[CH2:11][CH2:10][C:9]2[C:4](=[CH:5][CH:6]=[N:7][CH:8]=2)[N:3]1[CH2:12][C:13]([OH:15])=[O:14]. Reported procedure: A suspension of 2-(2-oxo-1,6-naphthyridin-1(2H)-yl)acetic acid (150 mg, 0.734 mmol) and Pd/C (20 mg) in methanol was shaken under a 40 psi atmosphere of H2 for 18 h. The suspension was filtered through Celite and the filtrate was concentrated under vacuum to give 2-(2-oxo-3,4-dihydro-1,6-naphthyridin-1(2H)-yl)acetic acid. Retention time (min)=0.343, method [3], MS(ESI) 207.1 (M+H).